Dataset: the Open Reaction Database (ORD), a public repository of structured organic reaction records. Task: describe an organic reaction: reactants, conditions, products, and yield Reactants: C1CCOC1, Oc1cccc2cnc(Cl)nc12, CC(C)N1CCC(O)CC1, c1ccc(P(c2ccccc2)c2ccccc2)cc1. Yields the product CC(C)N1CCC(Oc2cccc3cnc(Cl)nc23)CC1. Reaction SMILES: [CH2:42]1[O:43][CH2:44][CH2:45][CH2:46]1.[Cl:30][c:31]1[n:32][c:33]2[c:34]([OH:41])[cH:35][cH:36][cH:37][c:38]2[cH:39][n:40]1.[OH:20][CH:21]1[CH2:22][CH2:23][N:24]([CH:27]([CH3:28])[CH3:29])[CH2:25][CH2:26]1.[c:1]1([P:2]([c:3]2[cH:4][cH:5][cH:6][cH:7][cH:8]2)[c:9]2[cH:10][cH:11][cH:12][cH:13][cH:14]2)[cH:15][cH:16][cH:17][cH:18][cH:19]1>>[O:20]([CH:21]1[CH2:22][CH2:23][N:24]([CH:27]([CH3:28])[CH3:29])[CH2:25][CH2:26]1)[c:34]1[c:33]2[n:32][c:31]([Cl:30])[n:40][cH:39][c:38]2[cH:37][cH:36][cH:35]1. Reactants: KBH4, KBH4, C(C1=CC=CC=C1)OC1=C(C(=C(C=C1[N+](=O)[O-])C)C)Cl (1-Benzyloxy-2-chloro-3,4-dimethyl-6-nitrobenzene), KBH4. Reagents/catalysts: [Cu]Cl (Copper(I) chloride). Solvent: CO (MeOH). Run at time 1 hour. The product is NC1=CC(=C(C(=C1OCC1=CC=CC=C1)Cl)C)C (6-Amino-1-benzyloxy-2-chloro-3,4-dimethylbenzene). Isolated yield 79.4%. Reaction SMILES: [CH2:1]([O:8][C:9]1[C:14]([N+:15]([O-])=O)=[CH:13][C:12]([CH3:18])=[C:11]([CH3:19])[C:10]=1[Cl:20])[C:2]1[CH:7]=[CH:6][CH:5]=[CH:4][CH:3]=1>CO.[Cu]Cl>[NH2:15][C:14]1[C:9]([O:8][CH2:1][C:2]2[CH:7]=[CH:6][CH:5]=[CH:4][CH:3]=2)=[C:10]([Cl:20])[C:11]([CH3:19])=[C:12]([CH3:18])[CH:13]=1. Procedure: 1-Benzyloxy-2-chloro-3,4-dimethyl-6-nitrobenzene (3.00 g, 10.3 mmol) was dissolved in MeOH (420 mL) and cooled to +2° C. Copper(I) chloride (6.11 g, 30.8 mmol) was added followed by KBH4 (3.88 g, 72.0 mmol) portionwise added at +2° to +4° C. during 1.5 h. The reaction mixture was stirred at +2° C. for 1 h and more KBH4 (400 mg, 7.41 mmol) was added. After 1 h at +2° C. additional KBH4 (120 mg, 2.22 mmol) was added and the stirring was continued for another 20 min. Filtration and evaporation of t... The reactants are FC(C=1C=C(CN(C2=NC=C(C=N2)OCCCC(=O)O)CC2=C(C=CC(=C2)C(F)(F)F)OC(CC)CC)C=C(C1)C(F)(F)F)(F)F (4-(2-{(3,5-bis-trifluoromethyl-benzyl)-[2-(1-ethylpropoxy)-5-trifluoromethyl-benzyl]-amino}-pyrimidin-5-yloxy)-butyric acid), [OH-].[Na+] (sodium hydroxide). Solvent: C(C)O (ethanol). Yields the product [Na+].FC(C=1C=C(CN(C2=NC=C(C=N2)OCCCC(=O)[O-])CC2=C(C=CC(=C2)C(F)(F)F)OC(CC)CC)C=C(C1)C(F)(F)F)(F)F (4-(2-{(3,5-bis-trifluoromethyl-benzyl)-[2-(1-ethyl-propoxy)-5-trifluoromethyl-benzyl]-amino}-pyrimidin-5-yloxy)-butyric acid sodium salt). As a reaction SMILES: [F:1][C:2]([F:46])([F:45])[C:3]1[CH:4]=[C:5]([CH:38]=[C:39]([C:41]([F:44])([F:43])[F:42])[CH:40]=1)[CH2:6][N:7]([CH2:21][C:22]1[CH:27]=[C:26]([C:28]([F:31])([F:30])[F:29])[CH:25]=[CH:24][C:23]=1[O:32][CH:33]([CH2:36][CH3:37])[CH2:34][CH3:35])[C:8]1[N:13]=[CH:12][C:11]([O:14][CH2:15][CH2:16][CH2:17][C:18]([OH:20])=[O:19])=[CH:10][N:9]=1.[OH-].[Na+:48]>C(O)C>[Na+:48].[F:46][C:2]([F:1])([F:45])[C:3]1[CH:4]=[C:5]([CH:38]=[C:39]([C:41]([F:42])([F:43])[F:44])[CH:40]=1)[CH2:6][N:7]([CH2:21][C:22]1[CH:27]=[C:26]([C:28]([F:31])([F:30])[F:29])[CH:25]=[CH:24][C:23]=1[O:32][CH:33]([CH2:34][CH3:35])[CH2:36][CH3:37])[C:8]1[N:9]=[CH:10][C:11]([O:14][CH2:15][CH2:16][CH2:17][C:18]([O-:20])=[O:19])=[CH:12][N:13]=1 |f:1.2,4.5|. Procedure: Ethyl 4-(2-{(3,5-bis-trifluoromethyl-benzyl)-[2-(1-ethylpropoxy)-5-trifluoromethyl-benzyl]-amino}-pyrimidin-5-yloxy)-butyrate (190 mg) is dissolved in ethanol (5 ml), and thereto is added a 1N-aqueous sodium hydroxide solution (1 ml) and the mixture is stirred at room temperature for 3 hours and 30 minutes. To the reaction solution are added a 1N-hydrochloric acid and ethyl acetate, and the mixture is separated, and the organic layer is washed with a saturated brine, dried over magnesium sulfate... Starting materials: COC(CC1=CC2=CC=C(C=C2C(=C1C)C1=CC=C(C=C1)N)Cl)=O ([4-(4-Amino-phenyl)-6-chloro-3-methyl-naphthalen-2-yl]-acetic acid methyl ester), C(C)(=O)OC(C)=O (acetic anhydride), N1=CC=CC=C1 (pyridine). The solvent is C(C)(=O)OCC (ethyl acetate). Run at time 10 minute. Yields the product COC(CC1=CC2=CC=C(C=C2C(=C1C)C1=CC=C(C=C1)NC(C)=O)Cl)=O ([4-(4-acetylamino-phenyl)-6-chloro-3-methyl-naphthalen-2-yl]-acetic acid methyl ester). Yield: 92.4%. RXN SMILES: [CH3:1][O:2][C:3](=[O:24])[CH2:4][C:5]1[C:14]([CH3:15])=[C:13]([C:16]2[CH:21]=[CH:20][C:19]([NH2:22])=[CH:18][CH:17]=2)[C:12]2[C:7](=[CH:8][CH:9]=[C:10]([Cl:23])[CH:11]=2)[CH:6]=1.[C:25](OC(=O)C)(=[O:27])[CH3:26].N1C=CC=CC=1>C(OCC)(=O)C>[CH3:1][O:2][C:3](=[O:24])[CH2:4][C:5]1[C:14]([CH3:15])=[C:13]([C:16]2[CH:21]=[CH:20][C:19]([NH:22][C:25](=[O:27])[CH3:26])=[CH:18][CH:17]=2)[C:12]2[C:7](=[CH:8][CH:9]=[C:10]([Cl:23])[CH:11]=2)[CH:6]=1. Reported procedure: To a solution of [4-(4-Amino-phenyl)-6-chloro-3-methyl-naphthalen-2-yl]-acetic acid methyl ester (115 mg, 0.34 mmol) and acetic anhydride (68.8 mg, 67 mmol) were mixed together under nitrogen and then pyridine (3 mL) was added to afford clear solution which was stirred for 10 minutes. The mixture was diluted with ethyl acetate (20 mL) and washed with 1.0 N HCl solution (10 mL), brine solution (20 mL) and dried over anhydrous magnesium sulfate. Filtration of the drying agent and concentration of ... The reactants are NC1=CC2=C(N=CN2)C=C1 (5-aminobenzimidazole), PdC, TEA, FC1=C(C=O)C=CC(=C1)C(F)(F)F (2-fluoro-4-(trifluoromethyl)benzaldehyde), [Si](C)(C)(C)C#N (TMSCN), N1(C=NC=C1)C(=O)N1C=NC=C1 (di-(imidazol-1-yl)methanone). Yields the product N1C=NC2=C1C=CC(=C2)N2C(NCC2C2=C(C=C(C=C2)C(F)(F)F)F)=O (1-(1H-benzo[d]imidazol-5-yl)-5-(2-fluoro-4-(trifluoromethyl)phenyl)imidazolidin-2-one). RXN SMILES: [NH2:1][C:2]1[CH:10]=[CH:9][C:5]2[N:6]=[CH:7][NH:8][C:4]=2[CH:3]=1.[F:11][C:12]1[CH:19]=[C:18]([C:20]([F:23])([F:22])[F:21])[CH:17]=[CH:16][C:13]=1[CH:14]=O.[Si](C#N)(C)(C)C.[N:30]1([C:35](N2C=CN=C2)=[O:36])C=CN=[CH:31]1>>[NH:6]1[C:5]2[CH:9]=[CH:10][C:2]([N:1]3[CH:14]([C:13]4[CH:16]=[CH:17][C:18]([C:20]([F:23])([F:22])[F:21])=[CH:19][C:12]=4[F:11])[CH2:31][NH:30][C:35]3=[O:36])=[CH:3][C:4]=2[N:8]=[CH:7]1. Procedure: The compound was synthesized starting from 5-aminobenzimidazole (0.457 g, 3.44 mmol), 2-fluoro-4-(trifluoromethyl)benzaldehyde (0.600 g, 3.13 mmol), TMSCN (0.39 mL, 3.13 mmol), PdC (10%, 0.02 g), TEA (0.455 mL, 3.26 mmol), di-(imidazol-1-yl)methanone (0.529, 3.26 mmol) as described in method 2.